The task is: describe an organic reaction: reactants, conditions, products, and yield. This data is from the Open Reaction Database (ORD), a public repository of structured organic reaction records. The reactants are C(C)OC(=O)C=1C(=NN(C1C(F)F)C(C)(C)C)C(F)F (N-tert-Butyl-3,5-di(difluoromethyl)-4-pyrazolecarboxylic acid ethyl ester), [OH-].[Na+] (sodium hydroxide). Yields the product C(C)(C)(C)N1N=C(C(=C1C(F)F)C(=O)O)C(F)F (N-tert-Butyl-3,5-di(difluoromethyl)-4-pyrazolecarboxylic acid). RXN SMILES: C([O:3][C:4]([C:6]1[C:7]([CH:18]([F:20])[F:19])=[N:8][N:9]([C:14]([CH3:17])([CH3:16])[CH3:15])[C:10]=1[CH:11]([F:13])[F:12])=[O:5])C.[OH-].[Na+]>C(O)C>[C:14]([N:9]1[C:10]([CH:11]([F:12])[F:13])=[C:6]([C:4]([OH:5])=[O:3])[C:7]([CH:18]([F:20])[F:19])=[N:8]1)([CH3:17])([CH3:15])[CH3:16] |f:1.2|. Procedure details: N-tert-Butyl-3,5-di(difluoromethyl)-4-pyrazolecarboxylic acid ethyl ester (3.40 g, 11.5 mmol) in ethanol (23 ml) was admixed gradually with an 8N aqueous sodium hydroxide solution (4.3 ml) and stirred at room temperature for 3 h. The solvent was removed by rotary evaporation; the residue was taken up in water (40 ml) and extracted with diethyl ether (20 ml). Acidification to pH 1 with 6M HCl was followed by extraction with ethyl acetate (3×30 ml). The combined organic phases were dried over sodi... Yield: 97.4%. Reaction conditions: time 3 hour. Run in C(C)O (ethanol). Starting materials: O=C([O-])O, CCCCCCCOc1ccc2c(c1)N(CCCCl)c1cccc(S(=O)(=O)N(C)C)c1S2, CN(C)C=O, [Na+], OCCC1CCNCC1. Product: CCCCCCCOc1ccc2c(c1)N(CCCN1CCC(CCO)CC1)c1cccc(S(=O)(=O)N(C)C)c1S2. Reaction SMILES: [C:42](=[O:43])([OH:44])[O-:45].[CH2:1]([CH2:2][CH2:3][CH2:4][CH2:5][CH2:6][CH3:7])[O:8][c:9]1[cH:10][c:11]2[c:20]([cH:21][cH:22]1)[S:19][c:18]1[c:13]([cH:14][cH:15][cH:16][c:17]1[S:23]([N:24]([CH3:25])[CH3:26])(=[O:27])=[O:28])[N:12]2[CH2:29][CH2:30][CH2:31][Cl:32].[CH3:47][N:48]([CH3:49])[CH:50]=[O:51].[Na+:46].[OH:33][CH2:34][CH2:35][CH:36]1[CH2:37][CH2:38][NH:39][CH2:40][CH2:41]1>>[CH2:1]([CH2:2][CH2:3][CH2:4][CH2:5][CH2:6][CH3:7])[O:8][c:9]1[cH:10][c:11]2[c:20]([cH:21][cH:22]1)[S:19][c:18]1[c:13]([cH:14][cH:15][cH:16][c:17]1[S:23]([N:24]([CH3:25])[CH3:26])(=[O:27])=[O:28])[N:12]2[CH2:29][CH2:30][CH2:31][N:39]1[CH2:38][CH2:37][CH:36]([CH2:35][CH2:34][OH:33])[CH2:41][CH2:40]1. The product is C(#N)C=1C=CC(=C(C1)S(=O)(=O)NCCC1=C(C=C(C=C1)C1=C(C=CC=C1)S(=O)(=O)C)NCC(=O)OCC)OC (ethyl [[4-[2-(5-cyano-2-methoxybenzenesulfonylamino)ethyl]-2′-methanesulfonylbiphenyl-3-yl]amino]acetate). Solvent: C(C)(=O)OCC (ethyl acetate), O (water), O1CCOCC1 (1,4-dioxane), O1CCOCC1 (1,4-dioxane). Run at temperature 80 celsius, time 20 hour. Procedure: A suspension of 0.20 g of ethyl [5-bromo-2-[2-(5-cyano-2-methoxybenzenesulfonylamino)ethyl]phenylamino]acetate, 0.113 g of 4,4,5,5,4′,4′,5′,5′-octamethyl-2,2′-bi[[1,3,2]dioxaborolanyl], 8.8 mg of [bis(diphenylphosphino)ferrocene]dichloropalladium(II), 6.7 mg of bis(diphenylphosphino) ferrocene, and 0.118 g of potassium acetate in 3.2 mL of 1,4-dioxane was stirred under argon atmosphere at 80° C. for 20 hours. To the reaction mixture were added 94.7 mg of 2-bromophenyl(methyl)sulfone, 8.8 mg of [... The yield is 108.2%. The reagents and catalysts are C1(=CC=CC=C1)P(C1=CC=CC=C1)[C-]1C=CC=C1.[C-]1(C=CC=C1)P(C1=CC=CC=C1)C1=CC=CC=C1.[Fe+2] (bis(diphenylphosphino) ferrocene). As a reaction SMILES: Br[C:2]1[CH:3]=[CH:4][C:5]([CH2:15][CH2:16][NH:17][S:18]([C:21]2[CH:26]=[C:25]([C:27]#[N:28])[CH:24]=[CH:23][C:22]=2[O:29][CH3:30])(=[O:20])=[O:19])=[C:6]([NH:8][CH2:9][C:10]([O:12][CH2:13][CH3:14])=[O:11])[CH:7]=1.CC1(C)C(C)(C)OB(B2OC(C)(C)C(C)(C)O2)O1.[C:49]([O-])(=O)[CH3:50].[K+].Br[C:55]1[CH:60]=CC=C[C:56]=1[CH2:61][S:62]([CH2:65]C1C=CC=CC=1Br)(=[O:64])=[O:63].P([O-])([O-])([O-])=O.[K+].[K+].[K+]>O1CCOCC1.C(OCC)(=O)C.O.C1(P([C-]2C=CC=C2)C2C=CC=CC=2)C=CC=CC=1.[C-]1(P(C2C=CC=CC=2)C2C=CC=CC=2)C=CC=C1.[Fe+2]>[C:27]([C:25]1[CH:24]=[CH:23][C:22]([O:29][CH3:30])=[C:21]([S:18]([NH:17][CH2:16][CH2:15][C:5]2[CH:4]=[CH:3][C:2]([C:50]3[CH:49]=[CH:60][CH:55]=[CH:56][C:61]=3[S:62]([CH3:65])(=[O:64])=[O:63])=[CH:7][C:6]=2[NH:8][CH2:9][C:10]([O:12][CH2:13][CH3:14])=[O:11])(=[O:20])=[O:19])[CH:26]=1)#[N:28] |f:2.3,5.6.7.8,12.13.14|. Starting materials: BrC=1C=CC(=C(C1)NCC(=O)OCC)CCNS(=O)(=O)C1=C(C=CC(=C1)C#N)OC (ethyl [5-bromo-2-[2-(5-cyano-2-methoxybenzenesulfonylamino)ethyl]phenylamino]acetate), CC1(OB(OC1(C)C)B1OC(C(O1)(C)C)(C)C)C (4,4,5,5,4′,4′,5′,5′-octamethyl-2,2′-bi[[1,3,2]dioxaborolanyl]), [bis(diphenylphosphino)ferrocene]dichloropalladium(II), C(C)(=O)[O-].[K+] (potassium acetate), BrC1=C(C=CC=C1)CS(=O)(=O)CC1=C(C=CC=C1)Br (2-bromophenyl(methyl)sulfone), [bis(diphenylphosphino)ferrocene]dichloropalladium(II), P(=O)([O-])([O-])[O-].[K+].[K+].[K+] (potassium phosphate).